This data is from the Open Reaction Database (ORD), a public repository of structured organic reaction records. The task is: describe an organic reaction: reactants, conditions, products, and yield Reactants: ClC1=CC=C(C=C1)S(=O)(=O)N=C=O (4-chlorobenzenesulfonylisocyanate), NC1=C(C(=O)O)C=CC(=C1C)C (2-amino-3,4-dimethylbenzoic acid). Yields the product ClC1=CC=C(C=C1)S(=O)(=O)N1C(NC2=C(C(=CC=C2C1=O)C)C)=O (3-(4-chlorobenzenesulfonyl)-7,8-dimethyl-2,4(1H,3H)-quinazolinedione). Yield: 53.3%. As a reaction SMILES: [Cl:1][C:2]1[CH:7]=[CH:6][C:5]([S:8]([N:11]=[C:12]=[O:13])(=[O:10])=[O:9])=[CH:4][CH:3]=1.[NH2:14][C:15]1[C:23]([CH3:24])=[C:22]([CH3:25])[CH:21]=[CH:20][C:16]=1[C:17](O)=[O:18]>>[Cl:1][C:2]1[CH:3]=[CH:4][C:5]([S:8]([N:11]2[C:17](=[O:18])[C:16]3[C:15](=[C:23]([CH3:24])[C:22]([CH3:25])=[CH:21][CH:20]=3)[NH:14][C:12]2=[O:13])(=[O:9])=[O:10])=[CH:6][CH:7]=1. Reported procedure: 365 mg (1.68 mmol) of 4-chlorobenzenesulfonylisocyanate and 230 mg (1.40 mmol) of 2-amino-3,4-dimethylbenzoic acid were treated in the same way as in Example 1 to obtain 272 mg of the above-identified compound (yield 53.6%). Properties: colorless crystal, Melting point; 241°-245° C., PMR (δppm, DMSO-d6): 2.21 (3H,s), 2.32 (3H,s), 7.06 (1H,d), 7.63 (1H,d), 7.75 (2H,d), 8.18 (2H,d), 10.64 (1H,br). Reactants: CCO, COc1cc2c(cc1OC)N(c1ccc([N+](=O)[O-])cn1)CC2, Cl, [H][H], O. Yields the product COc1cc2c(cc1OC)N(c1ccc(N)cn1)CC2, Cl. As a reaction SMILES: [CH2:27]([OH:28])[CH3:29].[CH3:1][O:2][c:3]1[cH:4][c:5]2[c:9]([cH:10][c:11]1[O:12][CH3:13])[N:8]([c:14]1[n:15][cH:16][c:17]([N+:20]([O-:21])=[O:22])[cH:18][cH:19]1)[CH2:7][CH2:6]2.[ClH:25].[H:23][H:24].[OH2:26]>>[CH3:1][O:2][c:3]1[cH:4][c:5]2[c:9]([cH:10][c:11]1[O:12][CH3:13])[N:8]([c:14]1[n:15][cH:16][c:17]([NH2:20])[cH:18][cH:19]1)[CH2:7][CH2:6]2.[ClH:25]. Starting materials: Cl (hydrogen chloride), crude product, Alcohol, C[C@H]1C[C@@H]([C@@H]([C@H](/C=C(/[C@@H]([C@H](/C=C\C=C(\C(=O)NC2=CC(=O)C(=C(C1)C2=O)OC)/C)OC)OC(=O)N)\C)C)O)OC (geldanamycin), CN(CCN)C (N,N-dimethyl-ethylenediamine), ice water, residue. Run in O1CCOCC1 (dioxane), alcohol, C(Cl)Cl (methylene chloride), C(Cl)Cl (methylene chloride). Run at time 1 hour. Product: C[C@H]1C[C@@H]([C@@H]([C@H](/C=C(/[C@@H]([C@H](/C=C\C=C(\C(=O)NC2=CC(=O)C(=C(C1)C2=O)NCCN(C)C)/C)OC)OC(=O)N)\C)C)O)OC.Cl (17-Demethoxy-17-[[2(dimethylamino)ethyl]amino]geldanamycin hydrochloride). Yield: 76.7%. Reaction SMILES: [CH3:1][C@@H:2]1[CH2:24][C:23]2[C:25](=[O:26])[C:18](=[CH:19][C:20]([C:22]=2OC)=[O:21])[NH:17][C:15](=[O:16])[C:14]([CH3:29])=[CH:13][CH:12]=[CH:11][C@H:10]([O:30][CH3:31])[C@@H:9]([O:32][C:33]([NH2:35])=[O:34])[C:8]([CH3:36])=[CH:7][C@H:6]([CH3:37])[C@@H:5]([OH:38])[C@@H:4]([O:39][CH3:40])[CH2:3]1.[CH3:41][N:42]([CH3:46])[CH2:43][CH2:44][NH2:45].[ClH:47]>C(Cl)Cl.O1CCOCC1>[CH3:1][C@@H:2]1[CH2:24][C:23]2[C:25](=[O:26])[C:18](=[CH:19][C:20]([C:22]=2[NH:45][CH2:44][CH2:43][N:42]([CH3:46])[CH3:41])=[O:21])[NH:17][C:15](=[O:16])[C:14]([CH3:29])=[CH:13][CH:12]=[CH:11][C@H:10]([O:30][CH3:31])[C@@H:9]([O:32][C:33]([NH2:35])=[O:34])[C:8]([CH3:36])=[CH:7][C@H:6]([CH3:37])[C@@H:5]([OH:38])[C@@H:4]([O:39][CH3:40])[CH2:3]1.[ClH:47] |f:5.6|. Reported procedure: A mixture of geldanamycin (15 g, 26.75 mmol) (SAIC-Frederick, Lot No. 3155-28-1) and N,N-dimethyl-ethylenediamine (15 mL, 37.83 mmol) (Aldrich, Lot No. HN04216AL) in dry methylene chloride (300 mL) (Mallinckrodt, Lot No. 4881KVJP) was stirred at room temperature for 1 hour and subsequently poured into ice water (500 mL). After the organic layer and aqueous layer became visually separated, the aqueous layer was extracted with methylene chloride (2×100 mL). The combined methylene chloride solution... Starting materials: Cc1ccc(S(=O)(=O)OCCN(CCOc2ccc(C#N)cc2)C(N)=O)cc1, c1ccc(CN2CC3CNCC(C2)O3)cc1, CC#N, ClCCl. Yields the product N#Cc1ccc(OCCN(CCN2CC3CN(Cc4ccccc4)CC(C2)O3)C(N)=O)cc1. As a reaction SMILES: [C:17](#[N:18])[c:19]1[cH:20][cH:21][c:22]([O:23][CH2:24][CH2:25][N:26]([C:27](=[O:28])[NH2:29])[CH2:30][CH2:31][O:32][S:33]([c:34]2[cH:35][cH:36][c:37]([CH3:38])[cH:39][cH:40]2)(=[O:41])=[O:42])[cH:43][cH:44]1.[CH2:1]([c:2]1[cH:3][cH:4][cH:5][cH:6][cH:7]1)[N:8]1[CH2:9][CH:10]2[CH2:11][NH:12][CH2:13][CH:14]([CH2:15]1)[O:16]2.[CH3:48][C:49]#[N:50].[Cl:45][CH2:46][Cl:47]>>[CH2:1]([c:2]1[cH:3][cH:4][cH:5][cH:6][cH:7]1)[N:8]1[CH2:9][CH:10]2[CH2:11][N:12]([CH2:31][CH2:30][N:26]([CH2:25][CH2:24][O:23][c:22]3[cH:21][cH:20][c:19]([C:17]#[N:18])[cH:44][cH:43]3)[C:27](=[O:28])[NH2:29])[CH2:13][CH:14]([CH2:15]1)[O:16]2. Reactants: CC=1C=CC(=NC1)[C@H](C)NC(=O)[C@@H]1[C@H](C1)C1=CC=CC=C1 ((1S,2S)-2-Phenyl-cyclopropanecarboxylic acid [(S)-1-(5-methyl-pyridin-2-yl)ethyl]-amide), Cl.N[C@@H](C)C=1C=CC(=NC1)C#N (5-((S)-1-amino-ethyl)-pyridine-2-carbonitrile hydrochloride). Product: C(#N)C1=CC=C(C=N1)[C@H](C)NC(=O)[C@@H]1[C@H](C1)C1=CC=CC=C1 ((1S,2S)-2-Phenyl-cyclopropanecarboxylic acid [(S)-1-(6-cyano-pyridin-3-yl)-ethyl]-amide). Reaction SMILES: C[C:2]1[CH:3]=[CH:4][C:5]([C@@H:8]([NH:10][C:11]([C@H:13]2[CH2:15][C@@H:14]2[C:16]2[CH:21]=[CH:20][CH:19]=[CH:18][CH:17]=2)=[O:12])[CH3:9])=[N:6][CH:7]=1.Cl.[NH2:23][C@H:24](C1C=CC(C#N)=NC=1)C>>[C:7]([C:2]1[N:23]=[CH:24][C:5]([C@@H:8]([NH:10][C:11]([C@H:13]2[CH2:15][C@@H:14]2[C:16]2[CH:17]=[CH:18][CH:19]=[CH:20][CH:21]=2)=[O:12])[CH3:9])=[CH:4][CH:3]=1)#[N:6] |f:1.2|. Procedure: Prepared analogously to Compound 2 using IM46 and commercially available 5-((S)-1-amino-ethyl)-pyridine-2-carbonitrile hydrochloride (Supplier Netchem Inc., Catalog No 549493). Yield=0.104 g (20%). %). 1H NMR (600 MHz, DMSO) δ 8.76 (d, 1H), 8.71 (s, 1H), 8.02 (d, 1H), 7.94 (d, 1H), 7.29 (m, 2H), 7.19 (m, 1H), 7.12 (d, 2H), 5.03 (m, 1H), 2.21 (m, 1H), 1.92 (m, 1H), 1.40 (d, 3H), 1.37 (m, 1H), 1.23 (m, 1H). LC-MS (m/z) 292.0 (MH+), tR=1.31 min (method A). Starting materials: BrC1=CC=CC(=N1)N (6-bromopyridin-2-amine), TEA, O(C(=O)OC(C)(C)C)C(=O)OC(C)(C)C (BOC2O). Reagents/catalysts: CN(C)C=1C=CN=CC1 (DMAP). Run in C(Cl)Cl (DCM). Reaction conditions: temperature 0 celsius, time 5 hour. Product: BrC1=CC=CC(=N1)NC(OC(C)(C)C)=O (tert-butyl (6-bromopyridin-2-yl)carbamate). Reaction SMILES: [Br:1][C:2]1[N:7]=[C:6]([NH2:8])[CH:5]=[CH:4][CH:3]=1.[O:9](C(OC(C)(C)C)=O)[C:10]([O:12][C:13]([CH3:16])([CH3:15])[CH3:14])=O>C(Cl)Cl.CN(C1C=CN=CC=1)C>[Br:1][C:2]1[N:7]=[C:6]([NH:8][C:10](=[O:9])[O:12][C:13]([CH3:16])([CH3:15])[CH3:14])[CH:5]=[CH:4][CH:3]=1. Procedure: To a solution of 6-bromopyridin-2-amine (15 g, 86.49 mmol, 1 eq.) in 250 ml of DCM cooled to 0° C. were added DMAP (1.05 g, 8.67 mmol, 0.1 eq.), TEA (9.65 g, 95.36 mmol, 1.1 eq.) and BOC2O (22.70 g, 104.03 mmol, 1.2 eq.) portionwise. The reaction was stirred at 0° C. for 5 h and quenched with sat. aqueous NH4Cl. The aqueous layer was extracted with DCM, and the organics were combined, dried over MgSO4 and concentrated. The crude residue was purified by chromatography on silica gel to give impure... Reactants: CC(C)(C)O, Cl, CC(NC1=NC(=O)C(C)(c2ccc(C#N)cc2)S1)c1ccccc1F, [K+], [OH-]. The product is CC(NC1=NC(=O)C(C)(c2ccc(C(N)=O)cc2)S1)c1ccccc1F. Reaction SMILES: [C:29]([OH:30])([CH3:31])([CH3:32])[CH3:33].[ClH:28].[F:1][c:2]1[c:3]([CH:8]([CH3:9])[NH:10][C:11]2=[N:15][C:14](=[O:16])[C:13]([CH3:17])([c:18]3[cH:19][cH:20][c:21]([C:22]#[N:23])[cH:24][cH:25]3)[S:12]2)[cH:4][cH:5][cH:6][cH:7]1.[K+:27].[OH-:26]>>[F:1][c:2]1[c:3]([CH:8]([CH3:9])[NH:10][C:11]2=[N:15][C:14](=[O:16])[C:13]([CH3:17])([c:18]3[cH:19][cH:20][c:21]([C:22]([NH2:23])=[O:26])[cH:24][cH:25]3)[S:12]2)[cH:4][cH:5][cH:6][cH:7]1.